Dataset: the Open Reaction Database (ORD), a public repository of structured organic reaction records. Task: describe an organic reaction: reactants, conditions, products, and yield The reactants are Cl.C1CNCCC2=C1C=CC=C2 (2,3,4,5-tetrahydro-1H-3-benzazepine hydrochloride), CCN(C(C)C)C(C)C (Huenig's base), ClC=1N=C(N=NC1C#N)SC (5-chloro-3-methylsulfanyl-[1,2,4]triazine-6-carbonitrile). Run in C(C)O (ethanol), C(C)O (ethanol). Run at time 18 hour. Yields the product CSC=1N=NC(=C(N1)N1CCC2=C(CC1)C=CC=C2)C#N (3-methylsulfanyl-5-(1,2,4,5-tetrahydro-benzo[d]azepin-3-yl)-[1,2,4]triazine-6-carbonitrile). Yield: 58.5%. Reaction SMILES: Cl.[CH2:2]1[C:8]2[CH:9]=[CH:10][CH:11]=[CH:12][C:7]=2[CH2:6][CH2:5][NH:4][CH2:3]1.CCN(C(C)C)C(C)C.Cl[C:23]1[N:24]=[C:25]([S:31][CH3:32])[N:26]=[N:27][C:28]=1[C:29]#[N:30]>C(O)C>[CH3:32][S:31][C:25]1[N:26]=[N:27][C:28]([C:29]#[N:30])=[C:23]([N:4]2[CH2:3][CH2:2][C:8]3[CH:9]=[CH:10][CH:11]=[CH:12][C:7]=3[CH2:6][CH2:5]2)[N:24]=1 |f:0.1|. Procedure: A solution of 395 mg (2.7 mmol) of 2,3,4,5-tetrahydro-1H-3-benzazepine hydrochloride [J. Heterocycl. Chem. 1971, 8(5), 779-83] in 5 ml of ethanol was treated at room temperature with 0.92 ml (5.4 mmol) of Huenig's base and, thereupon, with a solution of 501 mg (2.7 mmol) of crude 5-chloro-3-methylsulfanyl-[1,2,4]triazine-6-carbonitrile in 5 ml of ethanol. The dark brown reaction mixture was stirred during 18 h at room temperature. For the working-up, the product, partially precipitated in pure f... The reactants are COC1=CC2=C(N=C(O2)C=2C=CC(=NC2)N(C)C)C=C1 (5-(6-Methoxy-1,3-benzoxazol-2-yl)-N,N-dimethylpyridin-2-amine), Br (hydrogen bromide), C([O-])(O)=O.[Na+] (sodium bicarbonate). Reagents/catalysts: [Br-].C(CCC)[N+](CCCC)(CCCC)CCCC (tetrabutylammonium bromide). Run at time 5 minute. Yields the product CN(C1=CC=C(C=N1)C=1OC2=C(N1)C=CC(=C2)O)C (2-[6-(Dimethylamino)pyridin-3-yl]-1,3-benzoxazol-6-ol). The yield is 19.6%. RXN SMILES: C[O:2][C:3]1[CH:20]=[CH:19][C:6]2[N:7]=[C:8]([C:10]3[CH:11]=[CH:12][C:13]([N:16]([CH3:18])[CH3:17])=[N:14][CH:15]=3)[O:9][C:5]=2[CH:4]=1.Br.C(=O)(O)[O-].[Na+]>[Br-].C([N+](CCCC)(CCCC)CCCC)CCC>[CH3:17][N:16]([CH3:18])[C:13]1[N:14]=[CH:15][C:10]([C:8]2[O:9][C:5]3[CH:4]=[C:3]([OH:2])[CH:20]=[CH:19][C:6]=3[N:7]=2)=[CH:11][CH:12]=1 |f:2.3,4.5|. Reported procedure: 5-(6-Methoxy-1,3-benzoxazol-2-yl)-N,N-dimethylpyridin-2-amine (31 mg, 0.12 mmol) was mixed with hydrogen bromide (48% aq., 2 mL) and a crystal of tetrabutylammonium bromide was added. The reaction was run at 120° C. for 5 minutes in a microwave reactor. The reaction mixture was added to sodium bicarbonate (sat. aq.) and the solid was collected. The solid was then dissolved in CH2Cl2/ethyl acetate, dried (MgSO4), filtered and evaporated in vacuo, giving the title compound (6 mg) as a purple solid... Reactants: C(C1=CC=CC=C1)OC1=CC=C(C=2CC3=CC=CC=C3SC12)NCC1=CC=C(C=C1)OC ((4-Benzyloxy-9H-thioxanthen-1-yl)-(4-methoxy-benzyl)-amine), Cl.N1=CC=CC=C1 (pyridine hydrochloride), ice water. Conditions: temperature 150 celsius, time 12 hour. Product: NC1=CC=C(C=2SC3=CC=CC=C3CC12)O (1-Amino-9H-thioxanthen-4-ol). Isolated yield 99.1%. Reaction SMILES: C([O:8][C:9]1[C:22]2[S:21][C:20]3[C:15](=[CH:16][CH:17]=[CH:18][CH:19]=3)[CH2:14][C:13]=2[C:12]([NH:23]CC2C=CC(OC)=CC=2)=[CH:11][CH:10]=1)C1C=CC=CC=1.Cl.N1C=CC=CC=1>>[NH2:23][C:12]1[C:13]2[CH2:14][C:15]3[C:20](=[CH:19][CH:18]=[CH:17][CH:16]=3)[S:21][C:22]=2[C:9]([OH:8])=[CH:10][CH:11]=1 |f:1.2|. Procedure: (4-Benzyloxy-9H-thioxanthen-1-yl)-(4-methoxy-benzyl)-amine (14.51 g, 33.00 mmol) was mixed thoroughly with solid pyridine hydrochloride (190 g, 165.00 mmol) before being heated to 150° C. and stirred at this temperature for a further 12 hours. Upon completion the reaction was cooled slightly before being poured into an beaker of ice/water. The brown precipitate was removed by filtration and the filtrate adjusted to pH 11 with NH3OH solution before being extracted with CH2Cl2 (3×100 ml). The comb... Reactants: ClC(Cl)(OC(OC(Cl)(Cl)Cl)=O)Cl (triphosgene), CC=1C=C(C=NC1)N (5-methylpyridin-3-amine), NC=1C=C(C=CC1)[C@H](C)NC1=NC(=CN=C1)Cl (N-[(1S)-1-(3-aminophenyl)ethyl]-6-chloropyrazin-2-amine), C(O)([O-])=O.[Na+] (sodium hydrogen carbonate). The solvent is ClCCl (dichloromethane), ClCCl (dichloromethane). Reaction conditions: time 3 hour. Product: ClC1=CN=CC(=N1)N[C@@H](C)C=1C=C(C=CC1)NC(=O)NC=1C=NC=C(C1)C (N-(3-{(1S)-1-[(6-Chloropyrazin-2-yl)amino]ethyl}phenyl)-N′-(5-methylpyridin-3-yl)urea). Isolated yield 42.0%. As a reaction SMILES: [NH2:1][C:2]1[CH:3]=[C:4]([C@@H:8]([NH:10][C:11]2[CH:16]=[N:15][CH:14]=[C:13]([Cl:17])[N:12]=2)[CH3:9])[CH:5]=[CH:6][CH:7]=1.[C:18](=[O:21])([O-])O.[Na+].ClC(Cl)(OC(=O)OC(Cl)(Cl)Cl)Cl.[CH3:35][C:36]1[CH:37]=[C:38]([NH2:42])[CH:39]=[N:40][CH:41]=1>ClCCl>[Cl:17][C:13]1[N:12]=[C:11]([NH:10][C@H:8]([C:4]2[CH:3]=[C:2]([NH:1][C:18]([NH:42][C:38]3[CH:39]=[N:40][CH:41]=[C:36]([CH3:35])[CH:37]=3)=[O:21])[CH:7]=[CH:6][CH:5]=2)[CH3:9])[CH:16]=[N:15][CH:14]=1 |f:1.2|. Procedure details: To a vigourously stirred mixture of N-[(1S)-1-(3-aminophenyl)ethyl]-6-chloropyrazin-2-amine (49 mg, 0.2 mmol) and saturated aqueous sodium hydrogen carbonate (1.2 mL) in dichloromethane (1.2 mL) was added triphosgene (20 mg, 0.067 mmol) in one portion and the mixture was stirred for 3 hours. After this time 5-methylpyridin-3-amine (60 mg, 0.55 mmol) was added and the mixture was stirred for 17 hours. The mixture was then diluted with dichloromethane (20 mL) and was washed with brine (20 mL), dri... The reactants are C(C)(=O)OCC([C@]1([C@H](C[C@H]2[C@@H]3CCC4=CC(C=C[C@]4(C)[C@]3([C@H](C[C@]12C)O[Si](C)(C)C)F)=O)C)O[Si](C)(C)C)=O ((11β,16β)-9-fluoro-16-methyl-3,20-dioxo-11,17-bis[(trimethylsilyl)oxy]pregna-1,4-dien-21-yl acetate), solution, [F-].C(CCC)[N+](CCCC)(CCCC)CCCC (tetra-n-butylammonium fluoride), C(C)(=O)O (acetic acid). Run in O1CCCC1 (tetrahydrofuran), O1CCCC1 (THF). Conditions: temperature 0 celsius, time 4 hour. The product is C(C)(=O)OCC([C@]1([C@H](C[C@H]2[C@@H]3CCC4=CC(C=C[C@]4(C)[C@]3([C@H](C[C@]12C)O[Si](C)(C)C)F)=O)C)O)=O ((11β,16β)-9-fluoro-17-hydroxy-16-methyl-3,20-dioxo-11-[(trimethylsilyl)oxy]-pregna-1,4-dien-21-yl acetate). Yield: 73.9%. RXN SMILES: [C:1]([O:4][CH2:5][C:6](=[O:39])[C@:7]1([O:34][Si](C)(C)C)[C@:24]2([CH3:25])[C@H:10]([C@H:11]3[C@:21]([F:31])([C@@H:22]([O:26][Si:27]([CH3:30])([CH3:29])[CH3:28])[CH2:23]2)[C@:19]2([CH3:20])[C:14](=[CH:15][C:16](=[O:32])[CH:17]=[CH:18]2)[CH2:13][CH2:12]3)[CH2:9][C@@H:8]1[CH3:33])(=[O:3])[CH3:2].C(O)(=O)C.[F-].C([N+](CCCC)(CCCC)CCCC)CCC>O1CCCC1>[C:1]([O:4][CH2:5][C:6](=[O:39])[C@:7]1([OH:34])[C@:24]2([CH3:25])[C@H:10]([C@H:11]3[C@:21]([F:31])([C@@H:22]([O:26][Si:27]([CH3:29])([CH3:28])[CH3:30])[CH2:23]2)[C@:19]2([CH3:20])[C:14](=[CH:15][C:16](=[O:32])[CH:17]=[CH:18]2)[CH2:13][CH2:12]3)[CH2:9][C@@H:8]1[CH3:33])(=[O:3])[CH3:2] |f:2.3|. Procedure: A solution of (11β,16β)-9-fluoro-16-methyl-3,20-dioxo-11,17-bis[(trimethylsilyl)oxy]pregna-1,4-dien-21-yl acetate (26 g, ˜43 mmol) in 430 mL of tetrahydrofuran (THF) was cooled to 0° C. and neat acetic acid (4.95 mL, 86.5 mmol) was added followed by dropwise addition of a 1.0 M solution of tetra-n-butylammonium fluoride in THF (43.3 mL, 43.3 mmol). After stirring at 0° C. for 4 hours, the ice bath was removed and the reaction was allowed to warm to room temperature and stir for an additional 16 ... The reactants are Cn1c(CO)nc([N+](=O)[O-])c1C#N, OCCO, c1ccccc1. The product is Cn1c(C=O)nc([N+](=O)[O-])c1C#N. RXN SMILES: [CH3:1][n:2]1[c:3]([CH2:12][OH:13])[n:4][c:5]([N+:9](=[O:10])[O-:11])[c:6]1[C:7]#[N:8].[OH:20][CH2:21][CH2:22][OH:23].[cH:14]1[cH:15][cH:16][cH:17][cH:18][cH:19]1>>[CH3:1][n:2]1[c:3]([CH:12]=[O:13])[n:4][c:5]([N+:9](=[O:10])[O-:11])[c:6]1[C:7]#[N:8]. The reactants are Cc1cccc([N+](=O)[O-])c1C(=O)O, O=C(Cl)C(=O)Cl, ClCCl, CN(C)C=O. Product: Cc1cccc([N+](=O)[O-])c1C(N)=O. Reaction SMILES: [CH3:1][c:2]1[c:3]([C:4](=[O:5])[OH:6])[c:7]([N+:11](=[O:12])[O-:13])[cH:8][cH:9][cH:10]1.[Cl:14][C:15]([C:16]([Cl:17])=[O:18])=[O:19].[Cl:25][CH2:26][Cl:27].[O:20]=[CH:21][N:22]([CH3:23])[CH3:24]>>[CH3:1][c:2]1[c:3]([C:4](=[O:5])[NH2:22])[c:7]([N+:11](=[O:12])[O-:13])[cH:8][cH:9][cH:10]1. Starting materials: O1CC(C1)O (oxetan-3-ol), [H-].[Na+] (NaH), BrC=1C(=NC(=NC1C)Cl)Cl (5-bromo-2,4-dichloro-6-methylpyrimidine). Run in C1CCOC1 (THF). Reaction conditions: temperature 0 celsius, time 20 minute. The product is BrC=1C(=NC(=NC1OC1COC1)Cl)C (5-bromo-2-chloro-4-methyl-6-(oxetan-3-yloxy)pyrimidine). The yield is 61.4%. As a reaction SMILES: [O:1]1[CH2:4][CH:3]([OH:5])[CH2:2]1.[H-].[Na+].[Br:8][C:9]1[C:10](Cl)=[N:11][C:12]([Cl:16])=[N:13][C:14]=1[CH3:15]>C1COCC1>[Br:8][C:9]1[C:14]([CH3:15])=[N:13][C:12]([Cl:16])=[N:11][C:10]=1[O:5][CH:3]1[CH2:4][O:1][CH2:2]1 |f:1.2|. Reported procedure: To a solution of oxetan-3-ol (0.368 g, 4.96 mmol) in anhydrous THF (16 mL) at 0° C. was added NaH (60% in mineral oil, 213 mg, 5.32 mmol). The mixture was stirred at 0° C. for 20 min, then 5-bromo-2,4-dichloro-6-methylpyrimidine (0.800 g, 3.30 mmol) was added to the mixture at 0° C. and stirred for 5 min. After this time the reaction was quenched with saturated aqueous NH4Cl and extracted with EtOAc. The organic layer was separated, dried (Na2SO4) and concentrated in vacuo. The residue was purif... Procedure details: To a solution of the compound of Example 17-1 in acetonitrile was added 4N hydrochloric acid water, and then the mixture was concentrated in vacuo and dried to give the titled compound. Reactants: ClC1=C(C=CC(=C1)Cl)C1(C(N(C2=CC(=CC(=C12)C(F)(F)F)N1N=CN=N1)C[C@@H]1C[C@H](C1)N(CC)CC)=O)O (3-(2,4-dichlorophenyl)-1-[trans-3-(diethylamino)-cyclobutylmethyl]-4-trifluoromethyl-3-hydroxy-6-(2-tetrazolyl)-1,3-dihydro-2H-indol-2-one), O.Cl (hydrochloric acid water). Reaction SMILES: [Cl:1][C:2]1[CH:7]=[C:6]([Cl:8])[CH:5]=[CH:4][C:3]=1[C:9]1([OH:38])[C:17]2[C:12](=[CH:13][C:14]([N:22]3[N:26]=[N:25][CH:24]=[N:23]3)=[CH:15][C:16]=2[C:18]([F:21])([F:20])[F:19])[N:11]([CH2:27][C@H:28]2[CH2:31][C@H:30]([N:32]([CH2:35][CH3:36])[CH2:33][CH3:34])[CH2:29]2)[C:10]1=[O:37].O.Cl>C(#N)C>[ClH:1].[Cl:1][C:2]1[CH:7]=[C:6]([Cl:8])[CH:5]=[CH:4][C:3]=1[C:9]1([OH:38])[C:17]2[C:12](=[CH:13][C:14]([N:22]3[N:26]=[N:25][CH:24]=[N:23]3)=[CH:15][C:16]=2[C:18]([F:21])([F:19])[F:20])[N:11]([CH2:27][C@H:28]2[CH2:29][C@H:30]([N:32]([CH2:33][CH3:34])[CH2:35][CH3:36])[CH2:31]2)[C:10]1=[O:37] |f:1.2,4.5|. Product: Cl.ClC1=C(C=CC(=C1)Cl)C1(C(N(C2=CC(=CC(=C12)C(F)(F)F)N1N=CN=N1)C[C@@H]1C[C@H](C1)N(CC)CC)=O)O (3-(2,4-dichlorophenyl)-1-[trans-3-(diethylamino)-cyclobutylmethyl]-4-trifluoromethyl-3-hydroxy-6-(2-tetrazolyl)-1,3-dihydro-2H-indol-2-one hydrochloride). Run in C(C)#N (acetonitrile).